Dataset: the Open Reaction Database (ORD), a public repository of structured organic reaction records. Task: describe an organic reaction: reactants, conditions, products, and yield Starting materials: methanolic solution, [OH-].[K+] (potassium hydroxide), ice, C(=O)(OCC)NO (N-carboethoxyhydroxylamine), [K] (potassium), C(=O)(OCC)NO (N-carboethoxyhydroxylamine), CC1=C(CCl)C(=CC(=C1)C)C (2,4,6-trimethylbenzyl chloride). The solvent is methanolic solution. Product: C(=O)(OCC)NOCC1=C(C=C(C=C1C)C)C (N-carboethoxy-O-(2,4,6-trimethylbenzyl)hydroxylamine). The yield is 53.8%. As a reaction SMILES: [OH-].[K+].[C:3]([NH:8][OH:9])([O:5][CH2:6][CH3:7])=[O:4].[K].[CH3:11][C:12]1[CH:19]=[C:18]([CH3:20])[CH:17]=[C:16]([CH3:21])[C:13]=1[CH2:14]Cl>>[C:3]([NH:8][O:9][CH2:14][C:13]1[C:16]([CH3:21])=[CH:17][C:18]([CH3:20])=[CH:19][C:12]=1[CH3:11])([O:5][CH2:6][CH3:7])=[O:4] |f:0.1,^1:9|. Procedure details: 50 ml of a methanolic solution of 12.3 g (0.22 mole) of potassium hydroxide was added to 50 ml of an ice-cooled methanolic solution of 23.1 g (0.22 mole) of N-carboethoxyhydroxylamine to prepare a solution containing a potassium salt of N-carboethoxyhydroxylamine, and 50 ml of a methanolic solution of 33.7 g (0.2 mole) of 2,4,6-trimethylbenzyl chloride was added to the resulting solution at room temperature. The resulting mixture was heated under refluxing for 1 hour, and the solvent was distill... Reactants: ClC1=CC=C(C=N1)C(=O)N (6-chloro-3-pyridinecarboxamide), NC=1SC(=CC1C(=O)OCC)CCCC (2-amino-5-butyl-3-thiophenecarboxylic acid, ethyl ester). Product: C(CCC)C1=CC2=C(N=C3N(C2=O)C=C(C=C3)C(=O)N)S1 (2-butyl-4-oxo-4H-pyrido[1,2-a]thieno[2,3-d]pyrimidine-7-carboxamide). Yield: 15.8%. Reaction SMILES: Cl[C:2]1[N:7]=[CH:6][C:5]([C:8]([NH2:10])=[O:9])=[CH:4][CH:3]=1.[NH2:11][C:12]1[S:13][C:14]([CH2:22][CH2:23][CH2:24][CH3:25])=[CH:15][C:16]=1[C:17](OCC)=[O:18]>>[CH2:22]([C:14]1[S:13][C:12]2[N:11]=[C:2]3[CH:3]=[CH:4][C:5]([C:8]([NH2:10])=[O:9])=[CH:6][N:7]3[C:17](=[O:18])[C:16]=2[CH:15]=1)[CH2:23][CH2:24][CH3:25]. Reported procedure: From 6.2 g (0.040 mol) of 6-chloro-3-pyridinecarboxamide (Aldrich Chemical Company) and 9.0 g (0.040 mol) of 2-amino-5-butyl-3-thiophenecarboxylic acid, ethyl ester and heating in a wax bath at 180°-195° C. for one hundred forty-five minutes and then at 185°-200° C. for ninety minutes, following the procedure of Example 22 there is obtained 1.9 g of 2-butyl-4-oxo-4H-pyrido[1,2-a]thieno[2,3-d]pyrimidine-7-carboxamide; mp 266°-267° C. after recrystallization from glacial acetic acid. Starting materials: C(C)(C)(C)OC(=O)N1CCN(CC1)C=1C=NC(=CC1)NC=1N=CC2=C(N1)N(C(C(=C2)OCCOCC)=O)C2CCCC2 (4-{6-[8-Cyclopentyl-6-(2-ethoxy-ethoxy)-7-oxo-7,8-dihydro-pyrido[2,3-d]pyrimidin-2-ylamino]-pyridin-3-yl}-piperazine-1-carboxylic acid tert-butyl ester), Cl (HCl). The solvent is C(Cl)Cl (CH2Cl2), CCOCC (ether). Run at time 2 hour. Product: Cl.C1(CCCC1)N1C(C(=CC2=C1N=C(N=C2)NC2=NC=C(C=C2)N2CCNCC2)OCCOCC)=O (8-cyclopentyl-6-(2-ethoxy-ethoxy)-2-(5-piperazin-1-yl-pyridin-2-ylamino)-8H-pyrido[2,3-d]pyrimidin-7-one hydrochloride salt). Yield: 52.0%. RXN SMILES: C(OC([N:8]1[CH2:13][CH2:12][N:11]([C:14]2[CH:15]=[N:16][C:17]([NH:20][C:21]3[N:22]=[CH:23][C:24]4[CH:30]=[C:29]([O:31][CH2:32][CH2:33][O:34][CH2:35][CH3:36])[C:28](=[O:37])[N:27]([CH:38]5[CH2:42][CH2:41][CH2:40][CH2:39]5)[C:25]=4[N:26]=3)=[CH:18][CH:19]=2)[CH2:10][CH2:9]1)=O)(C)(C)C.[ClH:43]>C(Cl)Cl.CCOCC>[ClH:43].[CH:38]1([N:27]2[C:25]3[N:26]=[C:21]([NH:20][C:17]4[CH:18]=[CH:19][C:14]([N:11]5[CH2:12][CH2:13][NH:8][CH2:9][CH2:10]5)=[CH:15][N:16]=4)[N:22]=[CH:23][C:24]=3[CH:30]=[C:29]([O:31][CH2:32][CH2:33][O:34][CH2:35][CH3:36])[C:28]2=[O:37])[CH2:39][CH2:40][CH2:41][CH2:42]1 |f:4.5|. Procedure details: 4-{6-[8-Cyclopentyl-6-(2-ethoxy-ethoxy)-7-oxo-7,8-dihydro-pyrido[2,3-d]pyrimidin-2-ylamino]-pyridin-3-yl}-piperazine-1-carboxylic acid tert-butyl ester (70 mg, 0.12 mmol) was dissolved in CH2Cl2 (2.5 mL) and 2 M HCl in ether (2.5 mL) was added. This mixture was stirred for 2 h at room temperature and a yellow precipitate formed. The solvents were removed under reduced pressure and the resulting solid was suspended in ether and collected by filtration then dried overnight in vacuo at 50° C. to gi... The reactants are CC(=O)OC1CC2(CCN(C(=O)OCc3cscn3)CC2)C1, O=C([O-])[O-], CO, [K+], [K+], O. The product is O=C(OCc1cscn1)N1CCC2(CC1)CC(O)C2. RXN SMILES: [C:1](=[O:2])([CH3:3])[O:4][CH:5]1[CH2:6][C:7]2([CH2:8]1)[CH2:9][CH2:10][N:11]([C:14](=[O:15])[O:16][CH2:17][c:18]1[n:19][cH:20][s:21][cH:22]1)[CH2:12][CH2:13]2.[C:24](=[O:25])([O-:26])[O-:27].[CH3:30][OH:31].[K+:28].[K+:29].[OH2:23]>>[OH:4][CH:5]1[CH2:6][C:7]2([CH2:8]1)[CH2:9][CH2:10][N:11]([C:14](=[O:15])[O:16][CH2:17][c:18]1[n:19][cH:20][s:21][cH:22]1)[CH2:12][CH2:13]2. Run in C(C)OCC (Diethyl ether). Reaction SMILES: [CH3:1][C:2]1[CH:6]=[CH:5][N:4]([C:7]2[C:8](=[O:33])[NH:9][C:10](=[O:32])[N:11]([CH2:13][CH2:14][CH2:15][N:16]3[CH2:21][C@H:20]4[C@:18]([C:22]5[CH:27]=[CH:26][C:25]([C:28]([F:31])([F:30])[F:29])=[CH:24][CH:23]=5)([CH2:19]4)[CH2:17]3)[CH:12]=2)[N:3]=1.[ClH:34].CO>C(OCC)C>[ClH:34].[ClH:34].[CH3:1][C:2]1[CH:6]=[CH:5][N:4]([C:7]2[C:8](=[O:33])[NH:9][C:10](=[O:32])[N:11]([CH2:13][CH2:14][CH2:15][N:16]3[CH2:21][C@H:20]4[C@:18]([C:22]5[CH:27]=[CH:26][C:25]([C:28]([F:31])([F:30])[F:29])=[CH:24][CH:23]=5)([CH2:19]4)[CH2:17]3)[CH:12]=2)[N:3]=1 |f:4.5.6|. Reaction conditions: time 3 minute. The product is Cl.Cl.CC1=NN(C=C1)C=1C(NC(N(C1)CCCN1C[C@]2(C[C@H]2C1)C1=CC=C(C=C1)C(F)(F)F)=O)=O (5-(3-methyl-1H-pyrazol-1-yl)-1-(3-{(1S,5R)-1-[4-(trifluoromethyl)phenyl]-3-azabicyclo[3.1.0]hex-3-yl}propyl)-2,4(1H,3H)-pyrimidinedione dihydrochloride). Reactants: solution, Cl (HCl), CO (MeOH), CC1=NN(C=C1)C=1C(NC(N(C1)CCCN1C[C@]2(C[C@H]2C1)C1=CC=C(C=C1)C(F)(F)F)=O)=O (5-(3-methyl-1H-pyrazol-1-yl)-1-(3-{(1S,5R)-1-[4-(trifluoromethyl)phenyl]-3-azabicyclo[3.1.0]hex-3-yl}propyl)-2,4(1H,3H)-pyrimidinedione). Reported procedure: 5-(3-methyl-1H-pyrazol-1-yl)-1-(3-{(1S,5R)-1-[4-(trifluoromethyl)phenyl]-3-azabicyclo[3.1.0]hex-3-yl}propyl)-2,4(1H,3H)-pyrimidinedione (E28, 51.8 mg, 0.113 mmol) was dissolved and sonicated in Diethyl ether (1 ml) to give a colorless solution. 1.25 M solution of HCl in MeOH (0.225 ml, 0.282 mmol) was added at room temperature. After 3 min and the solvent in vacuo. Obtained 50.8 mg of the title compound as a white powder. The reactants are CCOC(=O)CCN(C)C(=O)c1ccc(NC(COc2ccccc2)c2oc3ccccc3c2C)cc1, CCO, [Na+], C1CCOC1, [OH-]. Yields the product Cc1c(C(COc2ccccc2)Nc2ccc(C(=O)N(C)CCC(=O)O)cc2)oc2ccccc12. RXN SMILES: [CH3:1][N:2]([CH2:3][CH2:4][C:5](=[O:6])[O:7][CH2:8][CH3:9])[C:10](=[O:11])[c:12]1[cH:13][cH:14][c:15]([NH:18][CH:19]([CH2:20][O:21][c:22]2[cH:23][cH:24][cH:25][cH:26][cH:27]2)[c:28]2[o:29][c:30]3[c:31]([c:32]2[CH3:33])[cH:34][cH:35][cH:36][cH:37]3)[cH:16][cH:17]1.[CH3:45][CH2:46][OH:47].[Na+:44].[O:38]1[CH2:39][CH2:40][CH2:41][CH2:42]1.[OH-:43]>>[CH3:1][N:2]([CH2:3][CH2:4][C:5](=[O:6])[OH:7])[C:10](=[O:11])[c:12]1[cH:13][cH:14][c:15]([NH:18][CH:19]([CH2:20][O:21][c:22]2[cH:23][cH:24][cH:25][cH:26][cH:27]2)[c:28]2[o:29][c:30]3[c:31]([c:32]2[CH3:33])[cH:34][cH:35][cH:36][cH:37]3)[cH:16][cH:17]1. Reactants: S(=O)(Cl)Cl (thionyl chloride), OCCN1C(C(CSC2=C1C=CC=C2)C2=CC=C(C=C2)OC)=O (2,3-dihydro-5-(2-hydroxy ethyl)-3-(4-methoxy phenyl)-1,5-benzothiazepine-4-(5H)-one). Run in C(Cl)Cl (methylene chloride). Conditions: time 15 minute. The product is ClCCN1C(C(CSC2=C1C=CC=C2)C2=CC=C(C=C2)OC)=O (2,3-dihydro-5-(2-chloro ethyl)-3-(4-methoxy phenyl)-1,5-benzothiazepin-4(5H)-one). Reaction SMILES: S(Cl)([Cl:3])=O.O[CH2:6][CH2:7][N:8]1[C:14]2[CH:15]=[CH:16][CH:17]=[CH:18][C:13]=2[S:12][CH2:11][CH:10]([C:19]2[CH:24]=[CH:23][C:22]([O:25][CH3:26])=[CH:21][CH:20]=2)[C:9]1=[O:27]>C(Cl)Cl>[Cl:3][CH2:6][CH2:7][N:8]1[C:14]2[CH:15]=[CH:16][CH:17]=[CH:18][C:13]=2[S:12][CH2:11][CH:10]([C:19]2[CH:24]=[CH:23][C:22]([O:25][CH3:26])=[CH:21][CH:20]=2)[C:9]1=[O:27]. Procedure details: 0.14 ml of thionyl chloride was added to a solution of 329 mg of the product of Step C in 3.3 ml of methylene chloride and the mixture was stirred for 15 minutes at ambient temperature, then evaporated to dryness under reduced pressure. The residue was taken up in 25 ml of ether at reflux, treated with activated charcoal, filtered and concentrated to 7 ml. After separation, 300 mg of the expected product melting at approx. 70° C. were obtained which was used as is for Step E. An analytical sampl... Starting materials: C1(=CC=CC=C1)C1=NC(=NC=C1)N1CC2CNCC2C1 (2-(4-Phenyl-pyrimidin-2-yl)-octahydro-pyrrolo[3,4-c]pyrrole), CC1=C(C2=CC=CC=C2C=C1)C(=O)O (2-methyl-naphthalene-1-carboxylic acid). Product: CC1=C(C2=CC=CC=C2C=C1)C(=O)N1CC2CN(CC2C1)C1=NC=CC(=N1)C1=CC=CC=C1 (2-[(2-Methylnaphthalen-1-yl)carbonyl]-5-(4-phenylpyrimidin-2-yl)octahydropyrrolo[3,4-c]pyrrole). As a reaction SMILES: [C:1]1([C:7]2[CH:12]=[CH:11][N:10]=[C:9]([N:13]3[CH2:20][CH:19]4[CH:15]([CH2:16][NH:17][CH2:18]4)[CH2:14]3)[N:8]=2)[CH:6]=[CH:5][CH:4]=[CH:3][CH:2]=1.[CH3:21][C:22]1[CH:31]=[CH:30][C:29]2[C:24](=[CH:25][CH:26]=[CH:27][CH:28]=2)[C:23]=1[C:32](O)=[O:33]>>[CH3:21][C:22]1[CH:31]=[CH:30][C:29]2[C:24](=[CH:25][CH:26]=[CH:27][CH:28]=2)[C:23]=1[C:32]([N:17]1[CH2:16][CH:15]2[CH:19]([CH2:20][N:13]([C:9]3[N:8]=[C:7]([C:1]4[CH:2]=[CH:3][CH:4]=[CH:5][CH:6]=4)[CH:12]=[CH:11][N:10]=3)[CH2:14]2)[CH2:18]1)=[O:33]. Reported procedure: The title compound was prepared in a manner analogous to Example 15 utilizing Intermediate 26 and 2-methyl-naphthalene-1-carboxylic acid. MS (ESI) mass calcd. for C28H26N4O, 434.51; m/z found, 435.3 [M+H]+. Reactants: CCN(CC)C(=O)CBr, Cc1ccc(N)cc1, CC(C)c1ccc(S(=O)(=O)Cl)cc1. Yields the product CCN(CC)C(=O)CN(c1ccc(C)cc1)S(=O)(=O)c1ccc(C(C)C)cc1. Reaction SMILES: [Br:1][CH2:2][C:3](=[O:4])[N:5]([CH2:6][CH3:7])[CH2:8][CH3:9].[CH3:10][c:11]1[cH:12][cH:13][c:14]([NH2:15])[cH:16][cH:17]1.[CH:18]([CH3:19])([CH3:20])[c:21]1[cH:22][cH:23][c:24]([S:27](=[O:28])(=[O:29])[Cl:30])[cH:25][cH:26]1>>[CH2:2]([C:3](=[O:4])[N:5]([CH2:6][CH3:7])[CH2:8][CH3:9])[N:15]([c:14]1[cH:13][cH:12][c:11]([CH3:10])[cH:17][cH:16]1)[S:27]([c:24]1[cH:23][cH:22][c:21]([CH:18]([CH3:19])[CH3:20])[cH:26][cH:25]1)(=[O:28])=[O:29].